Dataset: the Open Reaction Database (ORD), a public repository of structured organic reaction records. Task: describe an organic reaction: reactants, conditions, products, and yield Reactants: [Cl-].O[NH3+] (hydroxylammonium chloride), C(O)([O-])=O.[Na+] (sodium hydrogencarbonate), C(C)C1=CC2=C(N(C(NC2=O)=O)CC2=CC=C(C=C2)C=2C(=CC=CC2)C#N)S1 (4′-[(6-ethyl-2,4-dioxo-3,4-dihydrothieno[2,3-d]pyrimidin-1(2H)-yl)methyl]biphenyl-2-carbonitrile), BrCC(=O)C=1SC(=CC1)C1=NC=CC=C1 (2-bromo-1-(5-pyridin-2-yl-2-thienyl)ethanone), [H-].[Na+] (sodium hydride). The solvent is CS(=O)C (dimethyl sulfoxide), C(Cl)(Cl)Cl (chloroform), CS(=O)C (dimethyl sulfoxide), CN(C=O)C (N,N-dimethylformamide), C(C)(=O)OCC (ethyl acetate). Reaction conditions: time 4 hour. Product: C(C)C1=CC2=C(N(C(N(C2=O)CC(C=2SC(=CC2)C2=NC=CC=C2)=O)=O)CC2=CC=C(C=C2)C2=C(C=CC=C2)C2=NOC(N2)=O)S1 (6-ethyl-1-{[2′-(5-oxo-4,5-dihydro-1,2,4-oxadiazol-3-yl)biphenyl-4-yl]methyl}-3-[2-oxo-2-(5-pyridin-2-yl-2-thienyl)ethyl]thieno[2,3-d]pyrimidine-2,4(1H,3H)-dione). The yield is 15.0%. As a reaction SMILES: [CH2:1]([C:3]1[S:28][C:6]2[N:7]([CH2:13][C:14]3[CH:19]=[CH:18][C:17]([C:20]4[C:21]([C:26]#[N:27])=[CH:22][CH:23]=[CH:24][CH:25]=4)=[CH:16][CH:15]=3)[C:8](=[O:12])[NH:9][C:10](=[O:11])[C:5]=2[CH:4]=1)[CH3:2].Br[CH2:30][C:31]([C:33]1[S:34][C:35]([C:38]2[CH:43]=[CH:42][CH:41]=[CH:40][N:39]=2)=[CH:36][CH:37]=1)=[O:32].[H-].[Na+].[Cl-].O[NH3+:48].[C:49](=[O:52])([O-])[OH:50].[Na+]>C(OCC)(=O)C.CS(C)=O.C(Cl)(Cl)Cl.CN(C)C=O>[CH2:1]([C:3]1[S:28][C:6]2[N:7]([CH2:13][C:14]3[CH:19]=[CH:18][C:17]([C:20]4[CH:25]=[CH:24][CH:23]=[CH:22][C:21]=4[C:26]4[NH:48][C:49](=[O:52])[O:50][N:27]=4)=[CH:16][CH:15]=3)[C:8](=[O:12])[N:9]([CH2:30][C:31](=[O:32])[C:33]3[S:34][C:35]([C:38]4[CH:43]=[CH:42][CH:41]=[CH:40][N:39]=4)=[CH:36][CH:37]=3)[C:10](=[O:11])[C:5]=2[CH:4]=1)[CH3:2] |f:2.3,4.5,6.7|. Reported procedure: To a mixture of 4′-[(6-ethyl-2,4-dioxo-3,4-dihydrothieno[2,3-d]pyrimidin-1(2H)-yl)methyl]biphenyl-2-carbonitrile (1.5 g), 2-bromo-1-(5-pyridin-2-yl-2-thienyl)ethanone (1.2 mL) and N,N-dimethylformamide (20 mL) was added sodium hydride (0.19 g), and the mixture was stirred at room temperature for 4 hr. The reaction mixture was diluted with ethyl acetate, washed successively with 5% aqueous potassium hydrogensulfate solution and saturated brine, and dried over anhydrous magnesium sulfate. The solv... RXN SMILES: [CH3:28][C:29](=[O:30])[OH:31].[CH3:32][CH2:33][O:34][C:35](=[O:36])[CH3:37].[Cl:3][c:4]1[cH:5][n:6][cH:7][c:8]([Cl:27])[c:9]1[CH2:10][C:11](=[O:12])[c:13]1[cH:14][c:15]([O:21][CH:22]2[CH2:23][CH2:24][CH2:25][CH2:26]2)[c:16]([O:19][CH3:20])[cH:17][cH:18]1.[OH:1][OH:2]>>[O-:1][n+:6]1[cH:5][c:4]([Cl:3])[c:9]([CH2:10][C:11](=[O:12])[c:13]2[cH:14][c:15]([O:21][CH:22]3[CH2:23][CH2:24][CH2:25][CH2:26]3)[c:16]([O:19][CH3:20])[cH:17][cH:18]2)[c:8]([Cl:27])[cH:7]1. The reactants are CC(=O)O, CCOC(C)=O, COc1ccc(C(=O)Cc2c(Cl)cncc2Cl)cc1OC1CCCC1, OO. Yields the product COc1ccc(C(=O)Cc2c(Cl)c[n+]([O-])cc2Cl)cc1OC1CCCC1. Starting materials: FC=1C(=C(C=CC1)C1=NC=CC2=CC=CC=C12)CC(=O)O (1-[3-fluoro-2-(carboxymethyl)phenyl]isoquinoline), C1CCOC1 (THF), C[Li] (methyllithium). Conditions: time 18 hour. Yields the product CC(C)(O)C1=C(C=CC=C1F)C1=NC=CC2=CC=CC=C12 (1-[2-(1-Methyl-1-hydroxyethyl)-3-fluorophenyl]isoquinoline). Reaction SMILES: [F:1][C:2]1[C:3](CC(O)=O)=[C:4]([C:8]2[C:17]3[C:12](=[CH:13][CH:14]=[CH:15][CH:16]=3)[CH:11]=[CH:10][N:9]=2)[CH:5]=[CH:6][CH:7]=1.[CH3:22][Li].[CH2:24]1[CH2:28][O:27]CC1>>[CH3:22][C:28]([C:3]1[C:2]([F:1])=[CH:7][CH:6]=[CH:5][C:4]=1[C:8]1[C:17]2[C:12](=[CH:13][CH:14]=[CH:15][CH:16]=2)[CH:11]=[CH:10][N:9]=1)([OH:27])[CH3:24]. Procedure: 45.27 g (0.161 mol) of 1-[3-fluoro-2-(carboxymethyl)phenyl]isoquinoline were dissolved in 950 ml of THF and admixed dropwise at −78° C. with 185.12 ml (0.370 mol, 2.3 eq.) of methyllithium (2 M in diethyl ether). After the addition, the mixture was stirred at from −78° C. to −20° C. for 18 h. The reaction mixture was subsequently quenched with MeOH with ice cooling and admixed with 500 ml of dichloromethane. The mixture was subsequently washed three times with 100 ml of NaHCO3 solution and water... Reactants: COC(C[C@@H]1N(CCC1)C1=NC(=NC=C1[N+](=O)[O-])Cl)=O ([(R)-1-(2-chloro-5-nitro-pyrimidin-4-yl)-pyrrolidin-2-yl]-acetic acid methyl ester), [H][H] (hydrogen). The reagents and catalysts are [Pd] (palladium on carbon). Run in C(C)(=O)OCC (ethyl acetate). The product is COC(C[C@@H]1N(CCC1)C1=NC(=NC=C1N)Cl)=O ([(R)-1-(5-amino-2-chloro-pyrimidin-4-yl)-pyrrolidin-2-yl]-acetic acid methyl ester). As a reaction SMILES: [CH3:1][O:2][C:3](=[O:20])[CH2:4][C@H:5]1[CH2:9][CH2:8][CH2:7][N:6]1[C:10]1[C:15]([N+:16]([O-])=O)=[CH:14][N:13]=[C:12]([Cl:19])[N:11]=1.[H][H]>C(OCC)(=O)C.[Pd]>[CH3:1][O:2][C:3](=[O:20])[CH2:4][C@H:5]1[CH2:9][CH2:8][CH2:7][N:6]1[C:10]1[C:15]([NH2:16])=[CH:14][N:13]=[C:12]([Cl:19])[N:11]=1. Reported procedure: A mixture of 3.3 g (0.011 mole) of [(R)-1-(2-chloro-5-nitro-pyrimidin-4-yl)-pyrrolidin-2-yl]-acetic acid methyl ester (IV-102) in 150 mL of ethyl acetate and 0.8 g of 10% palladium on carbon catalyst was stirred under an atmosphere of hydrogen until hydrogen uptake was complete. The mixture was filtered through a pad of Celite, washing the filter pad with dichloromethane. The filtrate was concentrated under reduced pressure to give [(R)-1-(5-amino-2-chloro-pyrimidin-4-yl)-pyrrolidin-2-yl]-acetic... The reactants are C(#N)CP(OCC)(OCC)=O (diethyl (cyanomethyl)phosphonate), [H-].[Na+] (sodium hydride), O (Water), O=C(CCNC(OC(C)(C)C)=O)C(NC=1C=NN(C1NC(C1=CC=CC=C1)(C1=CC=CC=C1)C1=CC=CC=C1)CCOC(C1=CC=CC=C1)(C1=CC=CC=C1)C1=CC=CC=C1)=O (tert-Butyl [3,4-dioxo-4-({5-(tritylamino)-1-[2-(trityloxy)ethyl]-1H-pyrazol-4-yl}amino)butyl]carbamate). Solvent: O1CCCC1 (tetrahydrofuran). Run at time 45 minute. Yields the product C(#N)/C=C(\CCNC(OC(C)(C)C)=O)/C(=O)NC=1C=NN(C1NC(C1=CC=CC=C1)(C1=CC=CC=C1)C1=CC=CC=C1)CCOC(C1=CC=CC=C1)(C1=CC=CC=C1)C1=CC=CC=C1 (tert-butyl {(3E)-4-cyano-3-[({5-(tritylamino)-1-[2-(trityloxy)ethyl]-1H-pyrazol-4-yl}amino)carbonyl]-3-buten-1-yl}carbamate). Yield: 83.3%. RXN SMILES: [C:1]([CH2:3]P(=O)(OCC)OCC)#[N:2].[H-].[Na+].O=[C:15]([C:26](=[O:75])[NH:27][C:28]1[CH:29]=[N:30][N:31]([CH2:53][CH2:54][O:55][C:56]([C:69]2[CH:74]=[CH:73][CH:72]=[CH:71][CH:70]=2)([C:63]2[CH:68]=[CH:67][CH:66]=[CH:65][CH:64]=2)[C:57]2[CH:62]=[CH:61][CH:60]=[CH:59][CH:58]=2)[C:32]=1[NH:33][C:34]([C:47]1[CH:52]=[CH:51][CH:50]=[CH:49][CH:48]=1)([C:41]1[CH:46]=[CH:45][CH:44]=[CH:43][CH:42]=1)[C:35]1[CH:40]=[CH:39][CH:38]=[CH:37][CH:36]=1)[CH2:16][CH2:17][NH:18][C:19](=[O:25])[O:20][C:21]([CH3:24])([CH3:23])[CH3:22].O>O1CCCC1>[C:1](/[CH:3]=[C:15](/[C:26]([NH:27][C:28]1[CH:29]=[N:30][N:31]([CH2:53][CH2:54][O:55][C:56]([C:63]2[CH:68]=[CH:67][CH:66]=[CH:65][CH:64]=2)([C:69]2[CH:74]=[CH:73][CH:72]=[CH:71][CH:70]=2)[C:57]2[CH:58]=[CH:59][CH:60]=[CH:61][CH:62]=2)[C:32]=1[NH:33][C:34]([C:35]1[CH:40]=[CH:39][CH:38]=[CH:37][CH:36]=1)([C:47]1[CH:52]=[CH:51][CH:50]=[CH:49][CH:48]=1)[C:41]1[CH:46]=[CH:45][CH:44]=[CH:43][CH:42]=1)=[O:75])\[CH2:16][CH2:17][NH:18][C:19](=[O:25])[O:20][C:21]([CH3:22])([CH3:23])[CH3:24])#[N:2] |f:1.2|. Procedure details: To a stirred solution of diethyl (cyanomethyl)phosphonate (311 mg) in tetrahydrofuran (13 ml) was added sodium hydride (70.3 mg, 60% oil suspension) under nitrogen atmosphere at 0° C., and the mixture was stirred for 45 minutes with warming to room temperature. tert-Butyl [3,4-dioxo-4-({5-(tritylamino)-1-[2-(trityloxy)ethyl]-1H-pyrazol-4-yl}amino)butyl]carbamate (1.32 g) was added to the mixture and the stirring was continued for 30 minutes. Water was added to the reaction mixture and the whole ...